This data is from the Open Reaction Database (ORD), a public repository of structured organic reaction records. The task is: describe an organic reaction: reactants, conditions, products, and yield Reactants: COC(C1=C(C=C(C=C1)C1=NC(=NC(=C1C#CC=1C=NC(=CC1)N)CC)N)Cl)=O (4-[2-amino-5-(6-amino-pyridin-3-ylethynyl)-6-ethyl-pyrimidin-4-yl]-2-chloro-benzoic acid methyl ester). The solvent is C1CCOC1 (THF). Yields the product NC1=NC(=C(C(=N1)C1=CC(=C(C(=O)O)C=C1)Cl)C#CC=1C=NC(=CC1)N)CC (4-[2-Amino-5-(6-amino-pyridin-3-ylethynyl)-6-ethyl-pyrimidin-4-yl]-2-chloro-benzoic acid). As a reaction SMILES: C[O:2][C:3](=[O:29])[C:4]1[CH:9]=[CH:8][C:7]([C:10]2[C:15]([C:16]#[C:17][C:18]3[CH:19]=[N:20][C:21]([NH2:24])=[CH:22][CH:23]=3)=[C:14]([CH2:25][CH3:26])[N:13]=[C:12]([NH2:27])[N:11]=2)=[CH:6][C:5]=1[Cl:28]>C1COCC1>[NH2:27][C:12]1[N:11]=[C:10]([C:7]2[CH:8]=[CH:9][C:4]([C:3]([OH:29])=[O:2])=[C:5]([Cl:28])[CH:6]=2)[C:15]([C:16]#[C:17][C:18]2[CH:19]=[N:20][C:21]([NH2:24])=[CH:22][CH:23]=2)=[C:14]([CH2:25][CH3:26])[N:13]=1. Procedure details: The title compound is synthesized according to general procedure GP8 starting from 951 mg (2.3 mmol) 4-[2-amino-5-(6-amino-pyridin-3-ylethynyl)-6-ethyl-pyrimidin-4-yl]-2-chloro-benzoic acid methyl ester using 3.5 mL (3.5 mmol) 1 N NaOH in 16 mL THF. The product precipitates from the reaction mixture and is isolated by filtration. The product is washed with THF and diethylether. Yield: 345 mg (38%). Reactants: C(CCC)OC1=CC=C2C=C(CCC2=C1)C(=O)O (7-butoxy-1,2-dihydro-3-naphthoic acid), [S] (sulfur). The solvent is C(C)OCC (ethyl ether). The product is C(CCC)OC=1C=C2C=CC(=CC2=CC1)C(=O)O (6-butoxy-2-naphthoic acid). As a reaction SMILES: [CH2:1]([O:5][C:6]1[CH:15]=[C:14]2[C:9]([CH:10]=[C:11]([C:16]([OH:18])=[O:17])[CH2:12][CH2:13]2)=[CH:8][CH:7]=1)[CH2:2][CH2:3][CH3:4].[S]>C(OCC)C>[CH2:1]([O:5][C:6]1[CH:15]=[C:14]2[C:9](=[CH:8][CH:7]=1)[CH:10]=[C:11]([C:16]([OH:18])=[O:17])[CH:12]=[CH:13]2)[CH2:2][CH2:3][CH3:4] |^3:18|. Reported procedure: A mixture of 7-butoxy-1,2-dihydro-3-naphthoic acid (0.9 g) and powdery sulfur (0.25 g) is heated at 200°-210° C. for 35 minutes. After cooling, the mixture is dissolved in ethyl ether (200 ml). The solution is extracted with a 0.5N aqueous solution of sodium hydroxide. The aqueous layer is made acid with concentrated hydrochloric acid, and the precipitating crystals are collected by filtration. The crystals are dissolved in acetone, and insolubles are filtered off. The filtrate is concentrated u... Starting materials: N(=NC(C#N)(C)C)C(C#N)(C)C (2,2′-azobisisobutyro-nitrile), COC(C1=C(C=CC=C1[N+](=O)[O-])C)=O (2-methyl-6-nitro-benzoic acid methyl ester), BrN1C(=O)N(C(=O)C1(C)C)Br (1,3-dibromo-5,5-dimethylhydantoin), CCCCCCC (heptane). Run in C(C)(=O)OC (methyl acetate), C(C)(=O)OC (methyl acetate). Conditions: temperature 75 celsius. Yields the product COC(C1=C(C=CC=C1[N+](=O)[O-])CBr)=O (2-bromomethyl-6-nitro-benzoic acid methyl ester). Yield: 64.1%. Reaction SMILES: [CH3:1][O:2][C:3](=[O:14])[C:4]1[C:9]([N+:10]([O-:12])=[O:11])=[CH:8][CH:7]=[CH:6][C:5]=1[CH3:13].[Br:15]N1C(C)(C)C(=O)N(Br)C1=O.N(C(C)(C)C#N)=NC(C)(C)C#N.CCCCCCC>C(OC)(=O)C>[CH3:1][O:2][C:3](=[O:14])[C:4]1[C:9]([N+:10]([O-:12])=[O:11])=[CH:8][CH:7]=[CH:6][C:5]=1[CH2:13][Br:15]. Procedure: A mixture of 2-methyl-6-nitro-benzoic acid methyl ester (99 g, 508 mmol), 1,3-dibromo-5,5-dimethylhydantoin (DBH) (80 g, 279 mmol), in methyl acetate (600 mL) was heated at 78° C. for 40 minutes, while stirred with a mechanical stirrer. Then a solution of 2,2′-azobisisobutyro-nitrile (AlBN) (4.2 g, 25 mmol) in methyl acetate (80 mL) was added and heated at 75° C. for 11 hours. The mixture was allowed to cool to 15° C. and stirred for 2 hours to age the precipitate. The suspension was filtered, w... Reactants: ClC1=CC=CC(=N1)C1=C(C=NC=C1)NC ((6-chloro-[2,4]bipyridinyl-3′-yl)-methyl-amine), FC(C=1C=C(C(=O)Cl)C=C(C1)C(F)(F)F)(F)F (3,5-bis(trifluoromethyl)benzoyl chloride). Product: ClC1=CC=CC(=N1)C1=C(C=NC=C1)N(C(C1=CC(=CC(=C1)C(F)(F)F)C(F)(F)F)=O)C (N-(6-Chloro-[2,4]bipyridinyl-3′-yl)-N-methyl-3,5-bis-trifluoromethyl-benzamide). RXN SMILES: [Cl:1][C:2]1[N:7]=[C:6]([C:8]2[CH:13]=[CH:12][N:11]=[CH:10][C:9]=2[NH:14][CH3:15])[CH:5]=[CH:4][CH:3]=1.[F:16][C:17]([F:32])([F:31])[C:18]1[CH:19]=[C:20]([CH:24]=[C:25]([C:27]([F:30])([F:29])[F:28])[CH:26]=1)[C:21](Cl)=[O:22]>>[Cl:1][C:2]1[N:7]=[C:6]([C:8]2[CH:13]=[CH:12][N:11]=[CH:10][C:9]=2[N:14]([CH3:15])[C:21](=[O:22])[C:20]2[CH:19]=[C:18]([C:17]([F:32])([F:31])[F:16])[CH:26]=[C:25]([C:27]([F:30])([F:29])[F:28])[CH:24]=2)[CH:5]=[CH:4][CH:3]=1. Procedure: The title compound was prepared in analogy to example 55, from (6-chloro-[2,4]bipyridinyl-3′-yl)-methyl-amine and 3,5-bis(trifluoromethyl)benzoyl chloride (CAS RN 1271-19-8) and using preparative HPLC for the purification. Off-white sticky solid (20%). MS (ESI): m/z=460.2 [M+H]+. Reactants: C1CCC2=NCCCN2CC1, COc1cc(OC)nc(NC(=O)Oc2ccccc2)n1, CC#N, Cl, Cc1nnnn1-c1ccccc1S(N)(=O)=O. Product: COc1cc(OC)nc(NC(=O)NS(=O)(=O)c2ccccc2-n2nnnc2C)n1. Reaction SMILES: [CH2:37]1[CH2:38][CH2:39][C:40]2=[N:45][CH2:44][CH2:43][CH2:42][N:41]2[CH2:46][CH2:47]1.[CH3:17][O:18][c:19]1[n:20][c:21]([NH:27][C:28]([O:29][c:31]2[cH:32][cH:33][cH:34][cH:35][cH:36]2)=[O:30])[n:22][c:23]([O:25][CH3:26])[cH:24]1.[CH3:49][C:50]#[N:51].[ClH:48].[NH2:1][S:2](=[O:3])(=[O:4])[c:5]1[c:6](-[n:11]2[n:12][n:13][n:14][c:15]2[CH3:16])[cH:7][cH:8][cH:9][cH:10]1>>[NH:1]([S:2](=[O:3])(=[O:4])[c:5]1[c:6](-[n:11]2[n:12][n:13][n:14][c:15]2[CH3:16])[cH:7][cH:8][cH:9][cH:10]1)[C:28]([NH:27][c:21]1[n:20][c:19]([O:18][CH3:17])[cH:24][c:23]([O:25][CH3:26])[n:22]1)=[O:29]. The reactants are O=C1C=C(OCc2ccccc2)CCC1, O=C1CCC2(CC1)OCCO2, [Li]CCCC, CC(C)NC(C)C, [Cl-], ClCCl, [NH4+], C1CCOC1. The product is O=C1C=C(OCc2ccccc2)CCC1C1(O)CCC2(CC1)OCCO2. Reaction SMILES: [CH2:13]([c:14]1[cH:15][cH:16][cH:17][cH:18][cH:19]1)[O:20][C:21]1=[CH:22][C:23](=[O:27])[CH2:24][CH2:25][CH2:26]1.[CH2:28]1[CH2:29][O:30][C:31]2([CH2:32][CH2:33][C:34](=[O:37])[CH2:35][CH2:36]2)[O:38]1.[CH2:8]([Li:9])[CH2:10][CH2:11][CH3:12].[CH:1]([NH:2][CH:3]([CH3:4])[CH3:5])([CH3:6])[CH3:7].[Cl-:39].[Cl:46][CH2:47][Cl:48].[NH4+:40].[O:41]1[CH2:42][CH2:43][CH2:44][CH2:45]1>>[CH2:13]([c:14]1[cH:15][cH:16][cH:17][cH:18][cH:19]1)[O:20][C:21]1=[CH:22][C:23](=[O:27])[CH:24]([C:34]2([OH:37])[CH2:33][CH2:32][C:31]3([O:30][CH2:29][CH2:28][O:38]3)[CH2:36][CH2:35]2)[CH2:25][CH2:26]1. Starting materials: NCCC1=CC=C(C=C1)NC1=NC=CC=C1[N+](=O)[O-] (N-[4-(2-Aminoethyl)phenyl]-3-nitro-2-pyridinamine), C(C)(C)(C)[Si](C1=CC=CC=C1)(C1=CC=CC=C1)OC1=CC=C(C=C1)OCC1OC1 (tert-butyl-(4-oxiranylmethoxy-phenoxy)-diphenyl-silane). Run in C(Cl)(Cl)Cl.CO (chloroform methanol). The product is O[C@H](COC1=CC=C(C=C1)O)CNCCC1=CC=C(C=C1)NC1=NC=CC=C1[N+](=O)[O-] (4-((2S)-2-Hydroxy-3-{2-[4-(3-nitro-pyridin-2-ylamino)-phenyl]-ethylamino}-propoxy)-phenol). Isolated yield 6.3%. As a reaction SMILES: [NH2:1][CH2:2][CH2:3][C:4]1[CH:9]=[CH:8][C:7]([NH:10][C:11]2[C:16]([N+:17]([O-:19])=[O:18])=[CH:15][CH:14]=[CH:13][N:12]=2)=[CH:6][CH:5]=1.C([Si]([O:37][C:38]1[CH:43]=[CH:42][C:41]([O:44][CH2:45][CH:46]2[CH2:48][O:47]2)=[CH:40][CH:39]=1)(C1C=CC=CC=1)C1C=CC=CC=1)(C)(C)C>C(Cl)(Cl)Cl.CO>[OH:47][C@@H:46]([CH2:48][NH:1][CH2:2][CH2:3][C:4]1[CH:9]=[CH:8][C:7]([NH:10][C:11]2[C:16]([N+:17]([O-:19])=[O:18])=[CH:15][CH:14]=[CH:13][N:12]=2)=[CH:6][CH:5]=1)[CH2:45][O:44][C:41]1[CH:42]=[CH:43][C:38]([OH:37])=[CH:39][CH:40]=1 |f:2.3|. Procedure: N-[4-(2-Aminoethyl)phenyl]-3-nitro-2-pyridinamine (0.87 g, 3.37 mmol) was reacted with tert-butyl-(4-oxiranylmethoxy-phenoxy)-diphenyl-silane (1.36 g, 3.36 mmol) according to Procedure G (eluant: 20:1 going to 5:1 chloroform-methanol) to give the title compound (0.59 g, 0.21 mmol).